This data is from the Open Reaction Database (ORD), a public repository of structured organic reaction records. The task is: describe an organic reaction: reactants, conditions, products, and yield The reactants are CN(C)CC1CC(N(C1)C1=NN(C=C1NC(=O)C=1N=C(OC1)C1=CC(=NC=C1)N(C(OC(C)(C)C)=O)CC(F)(F)F)C)=O (tert-butyl (4-(4-((3-(4-((dimethylamino)methyl)-2-oxopyrrolidin-1-yl)-1-methyl-1H-pyrazol-4-yl)carbamoyl)-1,3-oxazol-2-yl)pyridin-2-yl)(2,2,2-trifluoroethyl)carbamate), C(C)OC(C)=O.Cl (hydrogen chloride ethyl acetate). Run in CO (methanol). Run at time 16 hour. Product: CN(C)CC1CC(N(C1)C1=NN(C=C1NC(=O)C=1N=C(OC1)C1=CC(=NC=C1)NCC(F)(F)F)C)=O (N-(3-(4-((dimethylamino)methyl)-2-oxopyrrolidin-1-yl)-1-methyl-1H-pyrazol-4-yl)-2-(2-((2,2,2-trifluoroethyl)amino)pyridin-4-yl)-1,3-oxazole-4-carboxamide). Isolated yield 86.0%. Reaction SMILES: [CH3:1][N:2]([CH2:4][CH:5]1[CH2:9][N:8]([C:10]2[C:14]([NH:15][C:16]([C:18]3[N:19]=[C:20]([C:23]4[CH:28]=[CH:27][N:26]=[C:25]([N:29]([CH2:37][C:38]([F:41])([F:40])[F:39])C(=O)OC(C)(C)C)[CH:24]=4)[O:21][CH:22]=3)=[O:17])=[CH:13][N:12]([CH3:42])[N:11]=2)[C:7](=[O:43])[CH2:6]1)[CH3:3].C(OC(=O)C)C.Cl>CO>[CH3:3][N:2]([CH2:4][CH:5]1[CH2:9][N:8]([C:10]2[C:14]([NH:15][C:16]([C:18]3[N:19]=[C:20]([C:23]4[CH:28]=[CH:27][N:26]=[C:25]([NH:29][CH2:37][C:38]([F:39])([F:41])[F:40])[CH:24]=4)[O:21][CH:22]=3)=[O:17])=[CH:13][N:12]([CH3:42])[N:11]=2)[C:7](=[O:43])[CH2:6]1)[CH3:1] |f:1.2|. Procedure details: To a solution of tert-butyl (4-(4-((3-(4-((dimethylamino)methyl)-2-oxopyrrolidin-1-yl)-1-methyl-1H-pyrazol-4-yl)carbamoyl)-1,3-oxazol-2-yl)pyridin-2-yl)(2,2,2-trifluoroethyl)carbamate (71 mg) in methanol (2.0 mL) was added 4M hydrogen chloride ethyl acetate solution (2.0 mL). The reaction mixture was stirred at room temperature for 16 hr, and the solvent was evaporated under reduced pressure. The residue was suspended in methanol, the suspension was basified with sodium methoxide, and the solven... Reactants: CS(=O)(=O)[O-], Cn1c(-c2cccc(F)c2)nc2c(N)nc(C#CC3(O)CCCCC3)nc21, C1CCOC1. Yields the product Cn1c(-c2cccc(F)c2)nc2cnc(C#CC3(O)CCCCC3)nc21. Reaction SMILES: [CH3:1][S:2](=[O:3])(=[O:4])[O-:5].[NH2:6][c:7]1[c:8]2[n:9][c:10](-[c:26]3[cH:27][c:28]([F:32])[cH:29][cH:30][cH:31]3)[n:11]([CH3:25])[c:12]2[n:13][c:14]([C:16]#[C:17][C:18]2([OH:24])[CH2:19][CH2:20][CH2:21][CH2:22][CH2:23]2)[n:15]1.[O:33]1[CH2:34][CH2:35][CH2:36][CH2:37]1>>[cH:7]1[c:8]2[n:9][c:10](-[c:26]3[cH:27][c:28]([F:32])[cH:29][cH:30][cH:31]3)[n:11]([CH3:25])[c:12]2[n:13][c:14]([C:16]#[C:17][C:18]2([OH:24])[CH2:19][CH2:20][CH2:21][CH2:22][CH2:23]2)[n:15]1. Reactants: CC1=C(C=C(C=C1[N+](=O)[O-])[N+](=O)[O-])[N+](=O)[O-] (TNT), ClC=1C(=C(C(=CC1[N+](=O)[O-])[N+](=O)[O-])C1=C(C=C(C=C1[N+](=O)[O-])[N+](=O)[O-])[N+](=O)[O-])[N+](=O)[O-] (3-chloro-2,2',4,4',6,6'-hexanitrobiphenyl), CO (methanol). Solvent: CC(=O)C (acetone). Product: [N+](=O)([O-])C1=C(CC=2C(=C(C(=CC2[N+](=O)[O-])[N+](=O)[O-])C2=C(C=C(C=C2[N+](=O)[O-])[N+](=O)[O-])[N+](=O)[O-])[N+](=O)[O-])C(=CC(=C1)[N+](=O)[O-])[N+](=O)[O-] (3-(2,4,6-Trinitrobenzyl)-2,2',4,4',6,6'-hexanitrobiphenyl). RXN SMILES: [CH3:1][C:2]1[C:7]([N+:8]([O-:10])=[O:9])=[CH:6][C:5]([N+:11]([O-:13])=[O:12])=[CH:4][C:3]=1[N+:14]([O-:16])=[O:15].Cl[C:18]1[C:19]([N+:45]([O-:47])=[O:46])=[C:20]([C:30]2[C:35]([N+:36]([O-:38])=[O:37])=[CH:34][C:33]([N+:39]([O-:41])=[O:40])=[CH:32][C:31]=2[N+:42]([O-:44])=[O:43])[C:21]([N+:27]([O-:29])=[O:28])=[CH:22][C:23]=1[N+:24]([O-:26])=[O:25].CO>CC(C)=O>[N+:8]([C:7]1[CH:6]=[C:5]([N+:11]([O-:13])=[O:12])[CH:4]=[C:3]([N+:14]([O-:16])=[O:15])[C:2]=1[CH2:1][C:22]1[C:21]([N+:27]([O-:29])=[O:28])=[C:20]([C:30]2[C:31]([N+:42]([O-:44])=[O:43])=[CH:32][C:33]([N+:39]([O-:41])=[O:40])=[CH:34][C:35]=2[N+:36]([O-:38])=[O:37])[C:19]([N+:45]([O-:47])=[O:46])=[CH:18][C:23]=1[N+:24]([O-:26])=[O:25])([O-:10])=[O:9]. Procedure: The reaction of 4.5 g (0.02 mole) of TNT with 4.6 g, (0.01 mole) of 3-chloro-2,2',4,4',6,6'-hexanitrobiphenyl was carried out as above. After extracting the crude reaction product with methanol until the extracts were light colored, the somewhat gummy residue was dissolved in acetone, an equal volume of methanol was added and the solution was heated, with magnetic stirring, on a hot plate. A light yellow crystalline material separated, was filtered off and dried. It weighed 1.7 g, 25% of the the... Reactants: O=[N+]([O-])c1ccc(Br)s1, O=C([O-])[O-], COc1cc2[nH]ccc(=S)c2cc1OC, CCOC(C)=O, CN(C)C=O, [K+], [K+], O. Yields the product COc1cc2nccc(Sc3ccc([N+](=O)[O-])s3)c2cc1OC. As a reaction SMILES: [Br:16][c:17]1[s:18][c:19]([N+:22](=[O:23])[O-:24])[cH:20][cH:21]1.[C:25](=[O:26])([O-:27])[O-:28].[CH3:1][O:2][c:3]1[cH:4][c:5]2[c:6](=[S:15])[cH:7][cH:8][nH:9][c:10]2[cH:11][c:12]1[O:13][CH3:14].[CH3:31][CH2:32][O:33][C:34](=[O:35])[CH3:36].[CH3:37][N:38]([CH3:39])[CH:40]=[O:41].[K+:29].[K+:30].[OH2:42]>>[CH3:1][O:2][c:3]1[cH:4][c:5]2[c:6]([S:15][c:17]3[s:18][c:19]([N+:22](=[O:23])[O-:24])[cH:20][cH:21]3)[cH:7][cH:8][n:9][c:10]2[cH:11][c:12]1[O:13][CH3:14]. Starting materials: O.O.[Sn](Cl)Cl (Tin(II) chloride dihydrate), C(C)(C)(C)C1=CC(=C(C=C1)S(=O)(=O)C)[N+](=O)[O-] (4-tert-butyl-1-methanesulfonyl-2-nitro-benzene), [OH-].[Na+] (NaOH). Run in C(C)(=O)OCC (ethyl acetate). Product: C(C)(C)(C)C=1C=CC(=C(C1)N)S(=O)(=O)C (5-tert-butyl-2-methanesulfonyl-phenylamine). The yield is 90.0%. Reaction SMILES: O.O.[Sn](Cl)Cl.[C:6]([C:10]1[CH:15]=[CH:14][C:13]([S:16]([CH3:19])(=[O:18])=[O:17])=[C:12]([N+:20]([O-])=O)[CH:11]=1)([CH3:9])([CH3:8])[CH3:7].[OH-].[Na+]>C(OCC)(=O)C>[C:6]([C:10]1[CH:15]=[CH:14][C:13]([S:16]([CH3:19])(=[O:17])=[O:18])=[C:12]([NH2:20])[CH:11]=1)([CH3:9])([CH3:7])[CH3:8] |f:0.1.2,4.5|. Procedure: Tin(II) chloride dihydrate (2.73 g, 12.1 mmol) was added to a solution of the above sulfone (777 mg, 3.02 mmol) in ethyl acetate (15 mL). The mixture was heated to reflux for 0.5 h then cooled to room temperature and poured onto aqueous 2.0 M NaOH. The aqueous phase was extracted with diethyl ether and the combined organic layers were washed with saturated aqueous NaHCO3, dried over sodium sulfate, filtered and concentrated in vacuo to provide pure 5-tert-butyl-2-methanesulfonyl-phenylamine (618... Starting materials: C#CCBr, CN(C)C=O, O=c1[nH]c2cc(Cl)ccc2c2ccc(Cl)cc12. Yields the product C#CCn1c(=O)c2cc(Cl)ccc2c2ccc(Cl)cc21. As a reaction SMILES: [CH2:18]([C:19]#[CH:20])[Br:21].[CH3:22][N:23]([CH3:24])[CH:25]=[O:26].[Cl:1][c:2]1[cH:3][cH:4][c:5]2[c:6]3[cH:7][cH:8][c:9]([Cl:17])[cH:10][c:11]3[c:12](=[O:16])[nH:13][c:14]2[cH:15]1>>[Cl:1][c:2]1[cH:3][cH:4][c:5]2[c:6]3[cH:7][cH:8][c:9]([Cl:17])[cH:10][c:11]3[c:12](=[O:16])[n:13]([CH2:20][C:19]#[CH:18])[c:14]2[cH:15]1.